This data is from the Open Reaction Database (ORD), a public repository of structured organic reaction records. The task is: describe an organic reaction: reactants, conditions, products, and yield Product: Cc1oc(-c2ccc(N3CCOCC3)cc2)nc1CCOc1ccc2c(c1)CCC2CC(=O)O. Starting materials: C1CCOC1, CCOC(=O)CC1CCc2cc(OCCc3nc(-c4ccc(N5CCOCC5)cc4)oc3C)ccc21, CCO, Cl, [Li+], [OH-], O, O. As a reaction SMILES: [CH2:45]1[O:46][CH2:47][CH2:48][CH2:49]1.[CH3:1][c:2]1[c:3]([CH2:19][CH2:20][O:21][c:22]2[cH:23][c:24]3[c:28]([cH:29][cH:30]2)[CH:27]([CH2:31][C:32](=[O:33])[O:34][CH2:35][CH3:36])[CH2:26][CH2:25]3)[n:4][c:5](-[c:7]2[cH:8][cH:9][c:10]([N:13]3[CH2:14][CH2:15][O:16][CH2:17][CH2:18]3)[cH:11][cH:12]2)[o:6]1.[CH3:42][CH2:43][OH:44].[ClH:41].[Li+:38].[OH-:37].[OH2:39].[OH2:40]>>[CH3:1][c:2]1[c:3]([CH2:19][CH2:20][O:21][c:22]2[cH:23][c:24]3[c:28]([cH:29][cH:30]2)[CH:27]([CH2:31][C:32](=[O:33])[OH:34])[CH2:26][CH2:25]3)[n:4][c:5](-[c:7]2[cH:8][cH:9][c:10]([N:13]3[CH2:14][CH2:15][O:16][CH2:17][CH2:18]3)[cH:11][cH:12]2)[o:6]1.